The task is: describe an organic reaction: reactants, conditions, products, and yield. This data is from the Open Reaction Database (ORD), a public repository of structured organic reaction records. Reactants: C(C=C)N1[C@@H](CCC1)C(=O)OCC=C (Allyl (S)-1-allyl-2-pyrrolidinecarboxylate), amide, [C-]#N.[Na+] (NaCN). Solvent: N (ammonia), CO (methanol). Product: C(C=C)N1[C@@H](CCC1)C(=O)N ((-)-(S)-Allyl-2-pyrrolidinecarboxamide). As a reaction SMILES: [CH2:1]([N:4]1[CH2:8][CH2:7][CH2:6][C@H:5]1[C:9]([O:11]CC=C)=O)[CH:2]=[CH2:3].[C-]#[N:16].[Na+]>N.CO>[CH2:1]([N:4]1[CH2:8][CH2:7][CH2:6][C@H:5]1[C:9]([NH2:16])=[O:11])[CH:2]=[CH2:3] |f:1.2|. Reported procedure: Allyl (S)-1-allyl-2-pyrrolidinecarboxylate (2.5 g, 12.8 mmol; and NaCN (64 mg, 1.3 mmol) in 50 ml 9M ammonia in methanol were stirred at 35° C. for 27 h. GLC showed a complete conversion. After evaporation the residue was dissolved in Et2O and washed with brine. Drying (Na2SO4), evaporation and recrystallization gave 1.6 g.(81%) of the title amide identical with the one made in Example 8A. Starting materials: OCCCBr, CC(C)(C)OC(=O)N1CCC(c2ccc(OCCCOCC3CC3)cc2)C(OCc2ccc3c(c2)NCCC3)C1. The product is CC(C)(C)OC(=O)N1CCC(c2ccc(OCCCOCC3CC3)cc2)C(OCc2ccc3c(c2)N(CCCO)CCC3)C1. As a reaction SMILES: [Br:41][CH2:42][CH2:43][CH2:44][OH:45].[C:1]([CH3:2])([CH3:3])([CH3:4])[O:5][C:6](=[O:7])[N:8]1[CH2:9][CH:10]([O:29][CH2:30][c:31]2[cH:32][cH:33][c:34]3[c:39]([cH:40]2)[NH:38][CH2:37][CH2:36][CH2:35]3)[CH:11]([c:14]2[cH:15][cH:16][c:17]([O:20][CH2:21][CH2:22][CH2:23][O:24][CH2:25][CH:26]3[CH2:27][CH2:28]3)[cH:18][cH:19]2)[CH2:12][CH2:13]1>>[C:1]([CH3:2])([CH3:3])([CH3:4])[O:5][C:6](=[O:7])[N:8]1[CH2:9][CH:10]([O:29][CH2:30][c:31]2[cH:32][cH:33][c:34]3[c:39]([cH:40]2)[N:38]([CH2:42][CH2:43][CH2:44][OH:45])[CH2:37][CH2:36][CH2:35]3)[CH:11]([c:14]2[cH:15][cH:16][c:17]([O:20][CH2:21][CH2:22][CH2:23][O:24][CH2:25][CH:26]3[CH2:27][CH2:28]3)[cH:18][cH:19]2)[CH2:12][CH2:13]1. Starting materials: CC1C=C2CC(=O)CCC2C2CCC3(C)C(=O)CCC3C12, CC(=O)[O-], CC1C=C2CC(=O)CCC2C2CCC3(C)C(O)CCC3C12, CC1C=C2CC(=O)CCC2C2CCC3(C)C(O)CCC3C12. Yields the product CC1C=C2CC(O)CCC2C2CCC3(C)C(O)CCC3C12. As a reaction SMILES: [CH3:22][CH:23]1[CH:24]=[C:25]2[CH:26]([CH2:27][CH2:28][C:29](=[O:30])[CH2:31]2)[CH:32]2[CH:33]1[CH:34]1[C:35]([CH3:38])([CH2:36][CH2:37]2)[C:39](=[O:40])[CH2:41][CH2:42]1.[CH3:64][C:65](=[O:66])[O-:67].[OH:1][CH:2]1[C:3]2([CH3:4])[CH:5]([CH2:6][CH2:7]1)[CH:8]1[CH:9]([CH3:21])[CH:10]=[C:11]3[CH2:12][C:13](=[O:20])[CH2:14][CH2:15][CH:16]3[CH:17]1[CH2:18][CH2:19]2.[OH:43][CH:44]1[CH2:45][CH2:46][CH:47]2[CH:48]3[CH:49]([CH2:50][CH2:51][C:52]12[CH3:53])[CH:54]1[C:55](=[CH:61][CH:62]3[CH3:63])[CH2:56][C:57](=[O:58])[CH2:59][CH2:60]1>>[OH:1][CH:2]1[C:3]2([CH3:4])[CH:5]([CH2:6][CH2:7]1)[CH:8]1[CH:9]([CH3:21])[CH:10]=[C:11]3[CH2:12][CH:13]([OH:20])[CH2:14][CH2:15][CH:16]3[CH:17]1[CH2:18][CH2:19]2. Reactants: COC(=O)Cc1ccc2c(n1)N(C(=O)OC(C)(C)C)CCC2, CO, Cl. Product: COC(=O)Cc1ccc2c(n1)NCCC2, Cl. As a reaction SMILES: [CH3:1][O:2][C:3]([CH2:4][c:5]1[cH:6][cH:7][c:8]2[c:13]([n:14]1)[N:12]([C:15]([O:16][C:17]([CH3:18])([CH3:19])[CH3:20])=[O:21])[CH2:11][CH2:10][CH2:9]2)=[O:22].[CH3:24][OH:25].[ClH:23]>>[CH3:1][O:2][C:3]([CH2:4][c:5]1[cH:6][cH:7][c:8]2[c:13]([n:14]1)[NH:12][CH2:11][CH2:10][CH2:9]2)=[O:22].[ClH:23].